This data is from the Open Reaction Database (ORD), a public repository of structured organic reaction records. The task is: describe an organic reaction: reactants, conditions, products, and yield The product is C(C)(C)OC1=NC=CC=2NC=3C=CNC(C3C(C21)C2=C(C=CC=C2)C(F)(F)F)=O ((±)-1,2,5,10-tetrahydro-9-isopropoxy-1-oxo-10-(2-trifluoromethylphenyl)-pyrido[4,3-b][1,6]naphthyridine). Reaction conditions: time 10 minute. Procedure details: A solution of 11.3 g (27 mMole) ethyl (±)-1,4-dihydro-5-isopropoxy-2-methyl-4-(2-trifluoro methylphenyl)-1,6-naphthyridine-3-carboxylate in 200 ml dimethylformamide is added dropwise, under an atmosphere of nitrogen, to a suspension of 1.0 g (33 mMole) sodium hydride (80% in oil) in 20 ml dry dimethylformamide. After cessation of the gas evolution, the reaction mixture is stirred for 10 minutes at ambient temperature and subsequently 2.5 g (31 mMole) s-triazine in 20 ml dimethylformamide are add... The reactants are N1=CN=CN=C1 (s-triazine), C(C)(C)OC1=C2C(C(=C(NC2=CC=N1)C)C(=O)OCC)C1=C(C=CC=C1)C(F)(F)F (ethyl (±)-1,4-dihydro-5-isopropoxy-2-methyl-4-(2-trifluoro methylphenyl)-1,6-naphthyridine-3-carboxylate), [H-].[Na+] (sodium hydride). RXN SMILES: [CH:1]([O:4][C:5]1[N:14]=[CH:13][CH:12]=[C:11]2[C:6]=1[CH:7]([C:21]1[CH:26]=[CH:25][CH:24]=[CH:23][C:22]=1[C:27]([F:30])([F:29])[F:28])[C:8]([C:16]([O:18]CC)=O)=[C:9]([CH3:15])[NH:10]2)([CH3:3])[CH3:2].[H-].[Na+].[N:33]1C=NC=N[CH:34]=1>CN(C)C=O>[CH:1]([O:4][C:5]1[C:6]2[CH:7]([C:21]3[CH:26]=[CH:25][CH:24]=[CH:23][C:22]=3[C:27]([F:29])([F:28])[F:30])[C:8]3[C:16](=[O:18])[NH:33][CH:34]=[CH:15][C:9]=3[NH:10][C:11]=2[CH:12]=[CH:13][N:14]=1)([CH3:2])[CH3:3] |f:1.2|. The solvent is CN(C=O)C (dimethylformamide), CN(C=O)C (dimethylformamide), CN(C=O)C (dimethylformamide).